This data is from the Open Reaction Database (ORD), a public repository of structured organic reaction records. The task is: describe an organic reaction: reactants, conditions, products, and yield The reactants are OCCCCO, CC(C)CCBr, COCCOC, [H-], [Na+]. The product is CC(C)CCOCCCCO. RXN SMILES: [CH2:1]([CH2:2][CH2:3][CH2:4][OH:5])[OH:6].[CH2:9]([CH2:10][CH:11]([CH3:12])[CH3:13])[Br:14].[CH3:15][O:16][CH2:17][CH2:18][O:19][CH3:20].[H-:7].[Na+:8]>>[CH2:1]([CH2:2][CH2:3][CH2:4][O:5][CH2:9][CH2:10][CH:11]([CH3:12])[CH3:13])[OH:6]. Starting materials: N1(CCOCC1)C=1C=CC=2C3C(C(NC2C1)=S)CCC3 (7-(4-morpholinyl)-1,2,3,3a,5,9b-hexahydrocyclopenta[c]quinoline-4-thione), N (ammonia). Product: NC1=NC=2C=C(C=CC2C2C1CCC2)N2CCOCC2 (4-Amino-7-(4-morpholinyl)-2,3,3a,9b-tetrahydro-1H-cyclopenta[c]quinoline). Isolated yield 53.0%. As a reaction SMILES: [N:1]1([C:7]2[CH:8]=[CH:9][C:10]3[CH:11]4[CH2:20][CH2:19][CH2:18][CH:12]4[C:13](=S)[NH:14][C:15]=3[CH:16]=2)[CH2:6][CH2:5][O:4][CH2:3][CH2:2]1.[NH3:21]>>[NH2:21][C:13]1[CH:12]2[CH2:18][CH2:19][CH2:20][CH:11]2[C:10]2[CH:9]=[CH:8][C:7]([N:1]3[CH2:6][CH2:5][O:4][CH2:3][CH2:2]3)=[CH:16][C:15]=2[N:14]=1. Procedure details: Analogously to Example 4, 7-(4-morpholinyl)-1,2,3,3a,5,9b-hexahydrocyclopenta[c]quinoline-4-thione (80 mg, 0.28 mmol) in 7N methanolic ammonia solution (15 ml) is reacted to form 40 mg (53%) of product. Reactants: COCCOC, COc1ccc(B(O)O)cc1, COc1ccc2ccc(OS(=O)(=O)C(F)(F)F)cc2c1, [Na+], [OH-], c1ccc(P(c2ccccc2)(c2ccccc2)[Pd](P(c2ccccc2)(c2ccccc2)c2ccccc2)(P(c2ccccc2)(c2ccccc2)c2ccccc2)P(c2ccccc2)(c2ccccc2)c2ccccc2)cc1. Product: COc1ccc(-c2ccc3ccc(OC)cc3c2)cc1. Reaction SMILES: [CH3:111][O:112][CH2:113][CH2:114][O:115][CH3:116].[CH3:21][O:22][c:23]1[cH:24][cH:25][c:26]([B:29]([OH:30])[OH:31])[cH:27][cH:28]1.[F:1][C:2]([F:3])([F:4])[S:5]([O:6][c:7]1[cH:8][c:9]2[cH:10][c:11]([O:17][CH3:18])[cH:12][cH:13][c:14]2[cH:15][cH:16]1)(=[O:19])=[O:20].[Na+:33].[OH-:32].[cH:34]1[cH:35][cH:36][c:37]([P:38]([Pd:39]([P:40]([c:41]2[cH:42][cH:43][cH:44][cH:45][cH:46]2)([c:47]2[cH:48][cH:49][cH:50][cH:51][cH:52]2)[c:53]2[cH:54][cH:55][cH:56][cH:57][cH:58]2)([P:59]([c:60]2[cH:61][cH:62][cH:63][cH:64][cH:65]2)([c:66]2[cH:67][cH:68][cH:69][cH:70][cH:71]2)[c:72]2[cH:73][cH:74][cH:75][cH:76][cH:77]2)[P:78]([c:79]2[cH:80][cH:81][cH:82][cH:83][cH:84]2)([c:85]2[cH:86][cH:87][cH:88][cH:89][cH:90]2)[c:91]2[cH:92][cH:93][cH:94][cH:95][cH:96]2)([c:97]2[cH:98][cH:99][cH:100][cH:101][cH:102]2)[c:103]2[cH:104][cH:105][cH:106][cH:107][cH:108]2)[cH:109][cH:110]1>>[c:7]1(-[c:26]2[cH:25][cH:24][c:23]([O:22][CH3:21])[cH:28][cH:27]2)[cH:8][c:9]2[cH:10][c:11]([O:17][CH3:18])[cH:12][cH:13][c:14]2[cH:15][cH:16]1.